Dataset: the Open Reaction Database (ORD), a public repository of structured organic reaction records. Task: describe an organic reaction: reactants, conditions, products, and yield Starting materials: CN(C1=CC(=NC(=C1)OC1=CC(=CC=C1)C(F)(F)F)C(=O)O)CC1=CC=CC=C1 (4-[methyl(phenylmethyl)amino]-6-[3-(trifluoromethyl) phenoxy] picolinic acid), [H][H] (hydrogen). Reagents/catalysts: [Pd] (palladium/carbon). The solvent is CO (methanol). The product is CNC1=CC(=NC(=C1)OC1=CC(=CC=C1)C(F)(F)F)C(=O)O (4-methylamino-6-[3-(trifluoromethyl)phenoxy] picolinic acid). RXN SMILES: [CH3:1][N:2](CC1C=CC=CC=1)[C:3]1[CH:8]=[C:7]([O:9][C:10]2[CH:15]=[CH:14][CH:13]=[C:12]([C:16]([F:19])([F:18])[F:17])[CH:11]=2)[N:6]=[C:5]([C:20]([OH:22])=[O:21])[CH:4]=1.[H][H]>[Pd].CO>[CH3:1][NH:2][C:3]1[CH:8]=[C:7]([O:9][C:10]2[CH:15]=[CH:14][CH:13]=[C:12]([C:16]([F:18])([F:19])[F:17])[CH:11]=2)[N:6]=[C:5]([C:20]([OH:22])=[O:21])[CH:4]=1. Procedure: 4-[methyl(phenylmethyl)amino]-6-[3-(trifluoromethyl) phenoxy] picolinic acid (0.42 g, 0.0010 mol) and a small amount of 10% palladium/carbon were added to about 30 ml of methanol. The obtained mixture was stirred at room temperature for about 10 hours in a hydrogen atmosphere. The obtained reaction solution was filtered using High-Flow Super Cell, and then concentrated, thereby obtaining an aimed product. The reactants are Cl (hydrochloric acid), [OH-].[Na+] (sodium hydroxide), resultant solution, OCCC1COC2=C1C=CC=C2OCC(=O)OC (Methyl 3-(2-hydroxyethyl)-2,3-dihydrobenzofuran-7-yloxyacetate). Solvent: CO (methanol). Run at time 4 hour. Product: OCCC1COC2=C1C=CC=C2OCC(=O)O (3-(2-hydroxyethyl)-2,3-dihydrobenzofuran-7-yloxyacetic acid). Yield: 84.3%. As a reaction SMILES: [OH:1][CH2:2][CH2:3][CH:4]1[C:8]2[CH:9]=[CH:10][CH:11]=[C:12]([O:13][CH2:14][C:15]([O:17]C)=[O:16])[C:7]=2[O:6][CH2:5]1.[OH-].[Na+].Cl>CO>[OH:1][CH2:2][CH2:3][CH:4]1[C:8]2[CH:9]=[CH:10][CH:11]=[C:12]([O:13][CH2:14][C:15]([OH:17])=[O:16])[C:7]=2[O:6][CH2:5]1 |f:1.2|. Procedure details: Methyl 3-(2-hydroxyethyl)-2,3-dihydrobenzofuran-7-yloxyacetate (7.80 g) was dissolved in methanol (100 ml), and a 2N sodium hydroxide aqueous solution (20 ml) was added to the resultant solution, and the mixture was stirred at room temperature for 4 hours. 1N hydrochloric acid (45 ml) was added to the reaction solution, and the mixture was concentrated. The residue was dissolved in ethyl acetate (200 ml), washed with water and saturated brine, and then dried over sodium sulfate. After sodium sul...